Dataset: the Open Reaction Database (ORD), a public repository of structured organic reaction records. Task: describe an organic reaction: reactants, conditions, products, and yield Starting materials: CS(C)=O, CCN(C(C)C)C(C)C, O, c1ccc(-c2nsc(N3CCNCC3)n2)cc1, O=C(Nc1ccc2[nH]ccc2c1)OCC(Cl)(Cl)Cl. Yields the product O=C(Nc1ccc2[nH]ccc2c1)N1CCN(c2nc(-c3ccccc3)ns2)CC1. RXN SMILES: [CH3:46][S:47](=[O:48])[CH3:49].[CH:36]([N:37]([CH:38]([CH3:39])[CH3:40])[CH2:41][CH3:42])([CH3:43])[CH3:44].[OH2:45].[c:19]1(-[c:25]2[n:26][s:27][c:28]([N:30]3[CH2:31][CH2:32][NH:33][CH2:34][CH2:35]3)[n:29]2)[cH:20][cH:21][cH:22][cH:23][cH:24]1.[nH:1]1[cH:2][cH:3][c:4]2[cH:5][c:6]([NH:10][C:11]([O:12][CH2:13][C:14]([Cl:15])([Cl:16])[Cl:17])=[O:18])[cH:7][cH:8][c:9]12>>[nH:1]1[cH:2][cH:3][c:4]2[cH:5][c:6]([NH:10][C:11](=[O:18])[N:33]3[CH2:32][CH2:31][N:30]([c:28]4[s:27][n:26][c:25](-[c:19]5[cH:20][cH:21][cH:22][cH:23][cH:24]5)[n:29]4)[CH2:35][CH2:34]3)[cH:7][cH:8][c:9]12.